From a dataset of the Open Reaction Database (ORD), a public repository of structured organic reaction records. describe an organic reaction: reactants, conditions, products, and yield The reactants are Ice water, ClC1=CC(=C(C=C1)C=1N(N=CC1C(=O)OCC)C)C(C1=C(C=CC=C1)F)OC (3-[4-chloro-2-(2-fluoro-α-methoxy-benzyl)-phenyl]-4-ethoxycarbonyl-2-methyl-pyrazole), B(Cl)(Cl)Cl (boron trichloride). Solvent: C(Cl)Cl (methylene chloride), C(Cl)Cl (methylene chloride). Conditions: time 16 hour. The product is 3-[4-chloro-2-fluoro-benzyl)-phenyl, C(C)OC(=O)C1=CN(N=C1)C (4-ethoxycarbonyl-2-methyl-pyrazole). RXN SMILES: ClC1C=CC([C:8]2[N:9]([CH3:18])[N:10]=[CH:11][C:12]=2[C:13]([O:15][CH2:16][CH3:17])=[O:14])=C(C(OC)C2C=CC=CC=2F)C=1.B(Cl)(Cl)Cl>C(Cl)Cl>[CH2:16]([O:15][C:13]([C:12]1[CH:11]=[N:10][N:9]([CH3:18])[CH:8]=1)=[O:14])[CH3:17]. Procedure: To a solution of 20.1 g of 3-[4-chloro-2-(2-fluoro-α-methoxy-benzyl)-phenyl]-4-ethoxycarbonyl-2-methyl-pyrazole in 250 ml methylene chloride is added 54 ml of a 1.4 molar boron trichloride solution in methylene chloride, and the mixture is stirred during 16 hours. Ice/water is then added; the organic layer separated, washed with a saturated solution of sodium chloride and dried over anhydrous sodium sulfate. The aqueous layers are reextracted with methylene chloride. After removal of the solvent... Starting materials: COC(=O)c1cc(OC)cc(S(C)(=O)=O)c1, [Li+], C1COCCO1, [OH-], O, O. Product: COc1cc(C(=O)O)cc(S(C)(=O)=O)c1. RXN SMILES: [CH3:1][O:2][c:3]1[cH:4][c:5]([C:6](=[O:7])[O:8][CH3:9])[cH:10][c:11]([S:13](=[O:14])(=[O:15])[CH3:16])[cH:12]1.[Li+:19].[O:20]1[CH2:21][CH2:22][O:23][CH2:24][CH2:25]1.[OH-:18].[OH2:17].[OH2:26]>>[CH3:1][O:2][c:3]1[cH:4][c:5]([C:6](=[O:7])[OH:8])[cH:10][c:11]([S:13](=[O:14])(=[O:15])[CH3:16])[cH:12]1. Starting materials: ClCCl, O=C(O)CCc1ccc(F)cc1F, O=S(Cl)Cl. Product: O=C1CCc2c(F)cc(F)cc21. As a reaction SMILES: [CH2:18]([Cl:19])[Cl:20].[F:5][c:6]1[c:7]([CH2:13][CH2:14][C:15](=[O:16])[OH:17])[cH:8][cH:9][c:10]([F:12])[cH:11]1.[S:1]([Cl:2])([Cl:3])=[O:4]>>[F:5][c:6]1[c:7]2[c:8]([cH:9][c:10]([F:12])[cH:11]1)[C:15](=[O:17])[CH2:14][CH2:13]2. Reactants: [BH3-]C#N, COC(=O)C(C)(C)Cc1c(C(=O)c2ccccc2)c2cc(OC(=O)c3ccccc3)ccc2n1Cc1ccc(Cl)cc1, CC(Cl)Cl, [I-], [I-], [Na+], [Zn+2]. Product: COC(=O)C(C)(C)Cc1c(Cc2ccccc2)c2cc(OC(=O)c3ccccc3)ccc2n1Cc1ccc(Cl)cc1. RXN SMILES: [C:43]([BH3-:44])#[N:45].[Cl:1][c:2]1[cH:3][cH:4][c:5]([CH2:6][n:7]2[c:8]([CH2:33][C:34]([C:35](=[O:36])[O:37][CH3:38])([CH3:39])[CH3:40])[c:9]([C:25]([c:26]3[cH:27][cH:28][cH:29][cH:30][cH:31]3)=[O:32])[c:10]3[cH:11][c:12]([O:16][C:17]([c:18]4[cH:19][cH:20][cH:21][cH:22][cH:23]4)=[O:24])[cH:13][cH:14][c:15]23)[cH:41][cH:42]1.[Cl:47][CH:48]([Cl:49])[CH3:50].[I-:51].[I-:53].[Na+:46].[Zn+2:52]>>[Cl:1][c:2]1[cH:3][cH:4][c:5]([CH2:6][n:7]2[c:8]([CH2:33][C:34]([C:35](=[O:36])[O:37][CH3:38])([CH3:39])[CH3:40])[c:9]([CH2:25][c:26]3[cH:27][cH:28][cH:29][cH:30][cH:31]3)[c:10]3[cH:11][c:12]([O:16][C:17]([c:18]4[cH:19][cH:20][cH:21][cH:22][cH:23]4)=[O:24])[cH:13][cH:14][c:15]23)[cH:41][cH:42]1. The reactants are CCN1C=C(C(=O)C2=C1N=C(N=C2)N3CCNCC3)C(=O)O (Pipemidic acid), IC=1C=C(C=CC1)N=C=S (3-iodophenyl isothiocyanate). Yields the product IC=1C=C(C=CC1)NC(=S)N1CCN(CC1)C=1N=CC2=C(N1)N(C=C(C2=O)C(=O)O)CC (2-(4-{[(3-iodophenyl)amino]carbonothioyl}-1-piperazinyl)-8-ethyl-5-oxo-5,8-dihydropyrido[2,3-d]pyrimidine-6-carboxylic acid). Reaction SMILES: [CH3:1][CH2:2][N:3]1[C:9]2[N:10]=[C:11]([N:14]3[CH2:19][CH2:18][NH:17][CH2:16][CH2:15]3)[N:12]=[CH:13][C:8]=2[C:6](=[O:7])[C:5]([C:20]([OH:22])=[O:21])=[CH:4]1.[I:23][C:24]1[CH:25]=[C:26]([N:30]=[C:31]=[S:32])[CH:27]=[CH:28][CH:29]=1>>[I:23][C:24]1[CH:25]=[C:26]([NH:30][C:31]([N:17]2[CH2:18][CH2:19][N:14]([C:11]3[N:12]=[CH:13][C:8]4[C:6](=[O:7])[C:5]([C:20]([OH:22])=[O:21])=[CH:4][N:3]([CH2:2][CH3:1])[C:9]=4[N:10]=3)[CH2:15][CH2:16]2)=[S:32])[CH:27]=[CH:28][CH:29]=1. Reported procedure: Pipemidic acid (40 mg, 0.133 mmol) and 3-iodophenyl isothiocyanate (29 mg, 0.111 mmol) were used. Purification on silica yielded compound 29 in Table 1, below (57 mg, 90%). 1H NMR (250 MHz, CDCl3) δ 9.33 (s, 1H), 8.73 (s, 1H), 7.66-7.64 (m, 1H), 7.54-7.51 (m, 1H), 7.40-7.24 (m, 1H), 7.12-7.06 (m, 1H), 4.48-4.31 (m, 2H), 4.27-3.93 (m, 8H), 1.34-1.17 (m, 3H) ppm. Starting materials: O1CC12CCN(CC2)C2=C(C=C(C=C2)N2C(O[C@H](C2)CNC(C)=O)=O)F ((S)—N-{3-[4-(1-oxa-6-aza-spiro[2.5]oct-6-yl)-3-fluorophenyl]-2-oxo-oxazolidin-5-ylmethyl}-acetamide), C(CCS)S (1,3-propanedithiol), B(F)(F)F (BF3). Product: S1CCCSCC12CCN(CC2)C2=C(C=C(C=C2)N2C(O[C@H](C2)CNC(C)=O)=O)F ((S)—N-{3-[4-(1,5-dithia-10-aza-spiro[6.5]dodec-10-yl)-3-fluorophenyl]-2-oxo-oxazolidin-5-ylmethyl}-acetamide). As a reaction SMILES: O1[C:3]2([CH2:8][CH2:7][N:6]([C:9]3[CH:14]=[CH:13][C:12]([N:15]4[CH2:19][C@H:18]([CH2:20][NH:21][C:22](=[O:24])[CH3:23])[O:17][C:16]4=[O:25])=[CH:11][C:10]=3[F:26])[CH2:5][CH2:4]2)[CH2:2]1.[CH2:27]([SH:31])[CH2:28][CH2:29][SH:30].B(F)(F)F>>[S:30]1[C:3]2([CH2:8][CH2:7][N:6]([C:9]3[CH:14]=[CH:13][C:12]([N:15]4[CH2:19][C@H:18]([CH2:20][NH:21][C:22](=[O:24])[CH3:23])[O:17][C:16]4=[O:25])=[CH:11][C:10]=3[F:26])[CH2:5][CH2:4]2)[CH2:2][S:31][CH2:27][CH2:28][CH2:29]1. Procedure details: The title compound was prepared by reacting (S)—N-{3-[4-(1-oxa-6-aza-spiro[2.5]oct-6-yl)-3-fluorophenyl]-2-oxo-oxazolidin-5-ylmethyl}-acetamide (0.3 mmol) with 1,3-propanedithiol (0.330 mmol), BF3.etherate (catalytic) in tetrahydrofuran (10 ml) at 70-80° C. for 14 hours followed by silica gel column chromatographic purification to provide title compound in 50% yield. Starting materials: Cl (hydrochloric acid), ClC1=CC(=C(NC(C)C)C=C1)[N+](=O)[O-] (4-Chloro-N-isopropyl-2-nitroaniline), N (ammonia). The reagents and catalysts are [Zn] (zinc). Solvent: C(C)O (ethanol). The product is NC1=C(NC(C)C)C=CC(=C1)Cl (2-amino-4-chloro-N-isopropylaniline). The yield is 61.0%. Reaction SMILES: [Cl:1][C:2]1[CH:11]=[CH:10][C:5]([NH:6][CH:7]([CH3:9])[CH3:8])=[C:4]([N+:12]([O-])=O)[CH:3]=1.Cl.N>C(O)C.[Zn]>[NH2:12][C:4]1[CH:3]=[C:2]([Cl:1])[CH:11]=[CH:10][C:5]=1[NH:6][CH:7]([CH3:9])[CH3:8]. Procedure: 4-Chloro-N-isopropyl-2-nitroaniline (8 g) was dissolved in ethanol (20 ml) and thereto zinc powder (9.8 g) was added, and concentrated hydrochloric acid (20 ml) was added in portions. The mixture was neutralized with aqueous ammonia and extracted with ethyl acetate. The ethyl acetate layer was washed with water and dried over anhydrous magnesium sulfate and the solvent was distilled off under reduced pressure. The residue was distilled (bp 90° C./0.4 mmHg) to give 2-amino-4-chloro-N-isopropylani...